This data is from the Open Reaction Database (ORD), a public repository of structured organic reaction records. The task is: describe an organic reaction: reactants, conditions, products, and yield The reactants are Cl (HCl), NC1=NC(=C(C(=N1)O)CC1=CC=C(C=C1)COC1OCCCC1)C (2-Amino-6-methyl-5-(4-((tetrahydro-2H-pyran-2-yloxy)methyl)benzyl)pyrimidin-4-ol). Procedure details: Conc. HCl (4 ml) was added to a mixture of the product from example 34 step (ii) (5.2 g) in MeOH (100 ml) at rt and stirred for 30 min. The solvent was evaporated under reduced pressure and the residue dissolved in water (150 ml). Aq sat. NaHCO3 soln was added until basic then the solid filtered, washed with water, ether and dried to afford the subtitle compound, 3.48 g. As a reaction SMILES: Cl.[NH2:2][C:3]1[N:8]=[C:7]([OH:9])[C:6]([CH2:10][C:11]2[CH:16]=[CH:15][C:14]([CH2:17][O:18]C3CCCCO3)=[CH:13][CH:12]=2)=[C:5]([CH3:25])[N:4]=1>CO>[NH2:2][C:3]1[N:8]=[C:7]([OH:9])[C:6]([CH2:10][C:11]2[CH:16]=[CH:15][C:14]([CH2:17][OH:18])=[CH:13][CH:12]=2)=[C:5]([CH3:25])[N:4]=1. The solvent is CO (MeOH). Run at time 30 minute. Yields the product NC1=NC(=C(C(=N1)O)CC1=CC=C(C=C1)CO)C (2-Amino-5-(4-(hydroxymethyl)benzyl)-6-methylpyrimidin-4-ol). The reactants are CC(C)OC(=O)c1cccc(C#N)c1, O=C([O-])O, O=C([O-])[O-], CCCSc1cc2c(c3c1OC(C)(C)C3)C(c1cccc(C(=O)OCC)c1)=NC(C)(C)C2, CCCSc1cc(C=C(C)C)cc2c1OC(C)(C)C2, CC(=O)O, CC(C)O, CC(C)I, [K+], [K+], [Na+], O, O=S(=O)(O)O. The product is CCCSc1cc2c(c3c1OC(C)(C)C3)C(c1cccc(C(=O)OC(C)C)c1)=NC(C)(C)C2. Reaction SMILES: [C:52](#[N:53])[c:54]1[cH:55][c:56]([C:57](=[O:58])[O:59][CH:60]([CH3:61])[CH3:62])[cH:63][cH:64][cH:65]1.[C:71](=[O:72])([O-:73])[OH:74].[C:76](=[O:77])([O-:78])[O-:79].[CH2:20]([O:21][C:22](=[O:23])[c:24]1[cH:25][cH:26][cH:27][c:28]([C:29]2=[N:49][C:46]([CH3:47])([CH3:48])[CH2:45][c:31]3[c:30]2[c:44]2[c:38]([c:33]([S:34][CH2:35][CH2:36][CH3:37])[cH:32]3)[O:39][C:40]([CH3:41])([CH3:42])[CH2:43]2)[cH:50]1)[CH3:51].[CH3:1][C:2]1([CH3:19])[O:3][c:4]2[c:5]([cH:7][c:8]([CH:15]=[C:16]([CH3:17])[CH3:18])[cH:9][c:10]2[S:11][CH2:12][CH2:13][CH3:14])[CH2:6]1.[CH3:86][C:87](=[O:88])[OH:89].[CH:91]([OH:92])([CH3:93])[CH3:94].[I:82][CH:83]([CH3:84])[CH3:85].[K+:80].[K+:81].[Na+:75].[OH2:90].[S:66](=[O:67])(=[O:68])([OH:69])[OH:70]>>[CH3:1][C:2]1([CH3:19])[O:3][c:4]2[c:5]([c:7]3[c:8]([cH:9][c:10]2[S:11][CH2:12][CH2:13][CH3:14])[CH2:15][C:16]([CH3:17])([CH3:18])[N:53]=[C:52]3[c:54]2[cH:55][c:56]([C:57](=[O:58])[O:59][CH:60]([CH3:61])[CH3:62])[cH:63][cH:64][cH:65]2)[CH2:6]1. The reactants are BrC1=CC=C(O[C@H]([C@@H](CCC=2C=NC=CC2)O[Si](C)(C)C(C)(C)C)CC)C=C1 ((3R,4S)-3-[4-(4-bromophenoxy)-3-(t-butyldimethylsilanyloxy)hexyl]pyridine), C(C)(C)(C)[Li] (tertbutyl lithium), C(C)(C)OB(OC(C)C)OC(C)C (tri-isopropylborate). Run in O1CCCC1 (tetrahydrofuran). The product is [Si](C)(C)(C(C)(C)C)O[C@@H]([C@@H](OC1=CC=C(C=C1)B(O)O)CC)CCC=1C=NC=CC1 ((1S,2R)-4-[2-(t-Butyldimethylsilanyloxy)-1-ethyl-4-pyridin-3-yl-butoxy]benzeneboronic acid). As a reaction SMILES: Br[C:2]1[CH:28]=[CH:27][C:5]([O:6][C@@H:7]([CH2:25][CH3:26])[C@H:8]([O:17][Si:18]([C:21]([CH3:24])([CH3:23])[CH3:22])([CH3:20])[CH3:19])[CH2:9][CH2:10][C:11]2[CH:12]=[N:13][CH:14]=[CH:15][CH:16]=2)=[CH:4][CH:3]=1.C([Li])(C)(C)C.C([O:37][B:38](OC(C)C)[O:39]C(C)C)(C)C>O1CCCC1>[Si:18]([O:17][C@H:8]([CH2:9][CH2:10][C:11]1[CH:12]=[N:13][CH:14]=[CH:15][CH:16]=1)[C@H:7]([CH2:25][CH3:26])[O:6][C:5]1[CH:27]=[CH:28][C:2]([B:38]([OH:39])[OH:37])=[CH:3][CH:4]=1)([C:21]([CH3:24])([CH3:23])[CH3:22])([CH3:20])[CH3:19]. Procedure details: Prepared according to the method as described in Example 5b) from (3R,4S)-3-[4-(4-bromophenoxy)-3-(t-butyldimethylsilanyloxy)hexyl]pyridine (0.71 g, Example 88a)), tertbutyl lithium (1.80 ml, 1.7M in hexanes) and tri-isopropylborate (0.74 ml) in dry tetrahydrofuran (25 ml). After work up, the residue was purified by column chromatography eluting with a gradient 0-25% ethanol in ethyl acetate to give the sub-title compound as a foam (0.41 g). Reactants: O=C(n1ccnc1)n1ccnc1, ClCCl, CC12CCC(O)CC1CCC1C2CCC2(C)C(C(=O)O)CCC12N, CCN(CC)CC(O)CN. Product: CCN(CC)CC(O)CNC(=O)OC1CCC2(C)C(CCC3C2CCC2(C)C(C(=O)O)CCC32N)C1. As a reaction SMILES: [C:25](=[O:26])([n:27]1[cH:28][cH:29][n:30][cH:31]1)[n:32]1[cH:33][cH:34][n:35][cH:36]1.[Cl:47][CH2:48][Cl:49].[NH2:1][C:2]12[CH2:3][CH2:4][CH:5]([C:22](=[O:23])[OH:24])[C:6]1([CH3:7])[CH2:8][CH2:9][CH:10]1[C:11]3([CH3:21])[CH2:12][CH2:13][CH:14]([OH:20])[CH2:15][CH:16]3[CH2:17][CH2:18][CH:19]21.[NH2:37][CH2:38][CH:39]([CH2:40][N:41]([CH2:42][CH3:43])[CH2:44][CH3:45])[OH:46]>>[NH2:1][C:2]12[CH2:3][CH2:4][CH:5]([C:22](=[O:23])[OH:24])[C:6]1([CH3:7])[CH2:8][CH2:9][CH:10]1[C:11]3([CH3:21])[CH2:12][CH2:13][CH:14]([O:20][C:25](=[O:26])[NH:37][CH2:38][CH:39]([CH2:40][N:41]([CH2:42][CH3:43])[CH2:44][CH3:45])[OH:46])[CH2:15][CH:16]3[CH2:17][CH2:18][CH:19]21. Reactants: CCOCC(=O)Cl, Cc1ccccc1, CCOCC, O=[N+]([O-])c1cnc2cccnc2c1NCc1ccccc1. Product: Cl, CCOCC(=O)Nc1cnc2cccnc2c1NCc1ccccc1. As a reaction SMILES: [CH2:22]([CH3:23])[O:24][CH2:25][C:26](=[O:27])[Cl:28].[CH3:29][c:30]1[cH:31][cH:32][cH:33][cH:34][cH:35]1.[CH3:36][CH2:37][O:38][CH2:39][CH3:40].[c:1]1([CH2:7][NH:8][c:9]2[c:10]([N+:19]([O-:20])=[O:21])[cH:11][n:12][c:13]3[cH:14][cH:15][cH:16][n:17][c:18]23)[cH:2][cH:3][cH:4][cH:5][cH:6]1>>[ClH:28].[c:1]1([CH2:7][NH:8][c:9]2[c:10]([NH:19][C:26]([CH2:25][O:24][CH2:22][CH3:23])=[O:27])[cH:11][n:12][c:13]3[cH:14][cH:15][cH:16][n:17][c:18]23)[cH:2][cH:3][cH:4][cH:5][cH:6]1.